Dataset: the Open Reaction Database (ORD), a public repository of structured organic reaction records. Task: describe an organic reaction: reactants, conditions, products, and yield Reactants: ClC1=CC=C(C=C1)C(O)(C1=CC=C(C=C1)Cl)C1=CC=C(C=C1)Cl (tris-(p-chlorophenyl) methanol), CCOCC (Et2O), CCCCCC (hexane), min,1-bromo-3-methyl-2-butene. Solvent: CS(=O)C (DMSO), CS(=O)C (DMSO). Conditions: time 1 hour. The product is ClC1=CC=C(C=C1)C(C1=CC=C(C=C1)Cl)(C1=CC=C(C=C1)Cl)OCC=C(C)C ((3-methyl-2-butenyl) tris-(4-chlorophenyl)methyl ether). The yield is 91.0%. RXN SMILES: CC[CH2:3][CH2:4][CH2:5][CH3:6].[Cl:7][C:8]1[CH:13]=[CH:12][C:11]([C:14]([C:23]2[CH:28]=[CH:27][C:26]([Cl:29])=[CH:25][CH:24]=2)([C:16]2[CH:21]=[CH:20][C:19]([Cl:22])=[CH:18][CH:17]=2)[OH:15])=[CH:10][CH:9]=1.[CH3:30]COCC>CS(C)=O>[Cl:7][C:8]1[CH:9]=[CH:10][C:11]([C:14]([O:15][CH2:3][CH:4]=[C:5]([CH3:6])[CH3:30])([C:16]2[CH:21]=[CH:20][C:19]([Cl:22])=[CH:18][CH:17]=2)[C:23]2[CH:28]=[CH:27][C:26]([Cl:29])=[CH:25][CH:24]=2)=[CH:12][CH:13]=1. Procedure details: Dry DMSO (20 mL) was added to 14 mmol of hexane-washed KH under Ar with stirring at RT. After H2 evolution ceased, a solution of tris-(p-chlorophenyl) methanol (3.63 g, 10 mmol) in 25 mL dry DMSO was added, giving a deep red anion solution. After 5 min,1-bromo-3-methyl-2-butene (2.0 mL, 19 mmol) was added and stirring continued for 1 h. The crude product was isolated by Et2O extraction and purified by flash chromatography (75 g SiO2, 5% EtOAc-hexanes) giving 3.93 g (91%) of (3-methyl-2-butenyl) ... Starting materials: ClC1=NC=NC(=C1)C1=CC=C(C=C1)C(F)(F)F (4-chloro-6-(4-trifluoromethyl-phenyl)-pyrimidine), COC=1C=C(C=CC1)O (3-methoxyphenol), [H-].[Na+] (NaH). Run in CN(C)C=O (DMF). Reaction conditions: time 4 hour. Yields the product hexanes EtOAc, COC=1C=C(OC2=NC=NC(=C2)C2=CC=C(C=C2)C(F)(F)F)C=CC1 (4-(3-Methoxy-phenoxy)-6-(4-trifluoromethyl-phenyl)-pyrimidine). RXN SMILES: Cl[C:2]1[CH:7]=[C:6]([C:8]2[CH:13]=[CH:12][C:11]([C:14]([F:17])([F:16])[F:15])=[CH:10][CH:9]=2)[N:5]=[CH:4][N:3]=1.[CH3:18][O:19][C:20]1[CH:21]=[C:22]([OH:26])[CH:23]=[CH:24][CH:25]=1.[H-].[Na+]>CN(C=O)C>[CH3:18][O:19][C:20]1[CH:21]=[C:22]([CH:23]=[CH:24][CH:25]=1)[O:26][C:2]1[CH:7]=[C:6]([C:8]2[CH:13]=[CH:12][C:11]([C:14]([F:17])([F:16])[F:15])=[CH:10][CH:9]=2)[N:5]=[CH:4][N:3]=1 |f:2.3|. Reported procedure: To a 100-mL, round-bottomed flask containing 4-chloro-6-(4-trifluoromethyl-phenyl)-pyrimidine, (Example 2(a), Method A), (0.15 g, 0.58 mmol) and 3-methoxyphenol (0.10 g, 0.81 mmol, Aldrich) in DMF (6 mL), was added NaH (32 mg, 0.81 mmol, 60% in mineral oil, Aldrich) at room temperature The solution was then stirred at room temperature for 4 h. After the solvent was removed in vacuum, EtOAc (10 mL) was added to the residue, and the mixture was washed with water (8 mL), dried over Na2SO4, filtered... Starting materials: NC1=C(C=CC=C1)C1=CC=CC=C1 (2-aminobiphenyl), C(C)N(C(C)C)C(C)C (ethyldiisopropylamine), BrCCCCC(=O)OCC (ethyl 5-bromovalerate). Product: C1(=C(C=CC=C1)NCCCCC(=O)OCC)C1=CC=CC=C1 (ethyl 5-(biphenyl-2-yl)aminovalerate). Yield: 91.0%. As a reaction SMILES: [NH2:1][C:2]1[CH:7]=[CH:6][CH:5]=[CH:4][C:3]=1[C:8]1[CH:13]=[CH:12][CH:11]=[CH:10][CH:9]=1.C(N(C(C)C)C(C)C)C.Br[CH2:24][CH2:25][CH2:26][CH2:27][C:28]([O:30][CH2:31][CH3:32])=[O:29]>>[C:3]1([C:8]2[CH:9]=[CH:10][CH:11]=[CH:12][CH:13]=2)[CH:4]=[CH:5][CH:6]=[CH:7][C:2]=1[NH:1][CH2:24][CH2:25][CH2:26][CH2:27][C:28]([O:30][CH2:31][CH3:32])=[O:29]. Procedure details: 50.0 g of 2-aminobiphenyl, 38.2 g of ethyldiisopropylamine and 61.9 g of ethyl 5-bromovalerate are reacted analogously to Example 47a) to obtain 80.0 g of ethyl 5-(biphenyl-2-yl)aminovalerate as a non-crystallizing oil. Starting materials: ClC=1C=C2C=NN(C2=CC1)C=1N=C2C(=NC1)N(C=C2C(=O)NC(CO)(C)C)COCC[Si](C)(C)C (2-(5-Chloro-1H-indazol-1-yl)-N-(1-hydroxy-2-methylpropan-2-yl)-5-((2-(trimethylsilyl)ethoxy)methyl)-5H-pyrrolo[2,3-b]pyrazine-7-carboxamide), FC(C(=O)O)(F)F (trifluoroacetic acid). Solvent: ClCCl (dichloromethane). Product: OCC(C)(C)NC(=O)C1=CNC2=NC=C(N=C21)N2N=CC1=CC(=CC=C21)Cl (2-(5-chloro-indazol-1-yl)-5H-pyrrolo[2,3-b]pyrazine-7-carboxylic acid (2-hydroxy-1,1-dimethyl-ethyl)amide). The yield is 62.2%. As a reaction SMILES: [Cl:1][C:2]1[CH:3]=[C:4]2[C:8](=[CH:9][CH:10]=1)[N:7]([C:11]1[N:12]=[C:13]3[C:19]([C:20]([NH:22][C:23]([CH3:27])([CH3:26])[CH2:24][OH:25])=[O:21])=[CH:18][N:17](COCC[Si](C)(C)C)[C:14]3=[N:15][CH:16]=1)[N:6]=[CH:5]2.FC(F)(F)C(O)=O>ClCCl>[OH:25][CH2:24][C:23]([NH:22][C:20]([C:19]1[C:13]2[C:14](=[N:15][CH:16]=[C:11]([N:7]3[C:8]4[C:4](=[CH:3][C:2]([Cl:1])=[CH:10][CH:9]=4)[CH:5]=[N:6]3)[N:12]=2)[NH:17][CH:18]=1)=[O:21])([CH3:27])[CH3:26]. Procedure: 2-(5-Chloro-1H-indazol-1-yl)-N-(1-hydroxy-2-methylpropan-2-yl)-5-((2-(trimethylsilyl)ethoxy)methyl)-5H-pyrrolo[2,3-b]pyrazine-7-carboxamide (124 mg, 241 μmol) was dissolved in dichloromethane (3 mL) then trifluoroacetic acid (1 mL) added. After 15 h the mixture was concentrated in vacuo and Jan. 10, 1960 ammonium hydroxide/methanol/dichloromethane solution (25 mL) added. After 1 h the mixture was concentrated in vacuo and purified by chromatography (silica, 24 g Analogix column, 0-4% of methanol... Starting materials: Cc1nccn1Cc1cc(Cl)cnn1, CC(F)(F)c1cc(F)cc(B2OC(C)(C)C(C)(C)O2)c1. Product: Cl, Cc1nccn1Cc1cc(-c2cc(F)cc(C(C)(F)F)c2)cnn1. RXN SMILES: [Cl:21][c:22]1[cH:23][c:24]([CH2:28][n:29]2[c:30]([CH3:34])[n:31][cH:32][cH:33]2)[n:25][n:26][cH:27]1.[F:1][C:2]([CH3:3])([F:4])[c:5]1[cH:6][c:7]([B:12]2[O:13][C:14]([CH3:15])([CH3:16])[C:17]([CH3:18])([CH3:19])[O:20]2)[cH:8][c:9]([F:11])[cH:10]1>>[ClH:21].[F:1][C:2]([CH3:3])([F:4])[c:5]1[cH:6][c:7](-[c:22]2[cH:23][c:24]([CH2:28][n:29]3[c:30]([CH3:34])[n:31][cH:32][cH:33]3)[n:25][n:26][cH:27]2)[cH:8][c:9]([F:11])[cH:10]1.